This data is from the Open Reaction Database (ORD), a public repository of structured organic reaction records. The task is: describe an organic reaction: reactants, conditions, products, and yield The reactants are ClC(Cl)(Cl)Cl, C=CS(=O)(=O)c1ccc(C)cc1, Cl, O=[N+]([O-])c1cccc(SSc2cccc([N+](=O)[O-])c2)c1, O=[N+]([O-])c1cccc(SCl)c1, ClSCl. Yields the product Cc1ccc(S(=O)(=O)C(CCl)Sc2cccc([N+](=O)[O-])c2)cc1. Reaction SMILES: [C:48]([Cl:49])([Cl:50])([Cl:51])[Cl:52].[CH:36](=[CH2:37])[S:38](=[O:39])(=[O:40])[c:41]1[cH:42][cH:43][c:44]([CH3:47])[cH:45][cH:46]1.[Cl:12].[N+:13]([c:14]1[cH:15][c:16]([S:17][S:18][c:19]2[cH:20][cH:21][cH:22][c:23]([N+:24]([O-:25])=[O:26])[cH:27]2)[cH:28][cH:29][cH:30]1)([O-:31])=[O:32].[N+:1](=[O:2])([O-:3])[c:4]1[cH:5][c:6]([S:10][Cl:11])[cH:7][cH:8][cH:9]1.[S:33]([Cl:34])[Cl:35]>>[N+:1](=[O:2])([O-:3])[c:4]1[cH:5][c:6]([S:10][CH:36]([CH2:37][Cl:34])[S:38](=[O:39])(=[O:40])[c:41]2[cH:42][cH:43][c:44]([CH3:47])[cH:45][cH:46]2)[cH:7][cH:8][cH:9]1. The reactants are CC(C)(C)c1nnc(NC(=O)c2ccccc2I)s1, O=S(=O)(O)Cl, O. Yields the product CC(C)(C)c1nnc(NC(=O)c2cc(S(=O)(=O)Cl)ccc2I)s1. RXN SMILES: [CH3:1][C:2]([CH3:3])([CH3:4])[c:5]1[n:6][n:7][c:8]([NH:10][C:11]([c:12]2[c:13]([I:18])[cH:14][cH:15][cH:16][cH:17]2)=[O:19])[s:9]1.[Cl:20][S:21](=[O:22])(=[O:23])[OH:24].[OH2:25]>>[CH3:1][C:2]([CH3:3])([CH3:4])[c:5]1[n:6][n:7][c:8]([NH:10][C:11]([c:12]2[c:13]([I:18])[cH:14][cH:15][c:16]([S:21]([Cl:20])(=[O:22])=[O:23])[cH:17]2)=[O:19])[s:9]1. The product is OCCCN=C(c1ccccc1)c1ccccc1. Reaction SMILES: [C:6]([c:7]1[cH:8][cH:9][cH:10][cH:11][cH:12]1)([c:13]1[cH:14][cH:15][cH:16][cH:17][cH:18]1)=[NH:19].[Cl:20][CH2:21][Cl:22].[NH2:1][CH2:2][CH2:3][CH2:4][OH:5]>>[N:1]([CH2:2][CH2:3][CH2:4][OH:5])=[C:6]([c:7]1[cH:8][cH:9][cH:10][cH:11][cH:12]1)[c:13]1[cH:14][cH:15][cH:16][cH:17][cH:18]1. The reactants are N=C(c1ccccc1)c1ccccc1, ClCCl, NCCCO. Reactants: ClC1=CC=C2C(=CNC2=C1)C(=O)N1CCC(CC1)C1=CC=CC=2CCOC21 ((6-chloro-1H-indol-3-yl)-[4-(2,3-dihydro-benzofuran-7-yl)-piperidin-1-yl]-methanone), ClCC(=O)N(C)C (2-chloro-N,N-dimethyl-acetamide). Product: ClC1=CC=C2C(=CN(C2=C1)CC(=O)N(C)C)C(=O)N1CCC(CC1)C1=CC=CC=2CCOC21 (2-{6-Chloro-3-[4-(2,3-dihydro-benzofuran-7-yl)-piperidine-1-carbonyl]-indol-1-yl}-N,N-dimethyl-acetamide). Reaction SMILES: [Cl:1][C:2]1[CH:10]=[C:9]2[C:5]([C:6]([C:11]([N:13]3[CH2:18][CH2:17][CH:16]([C:19]4[C:27]5[O:26][CH2:25][CH2:24][C:23]=5[CH:22]=[CH:21][CH:20]=4)[CH2:15][CH2:14]3)=[O:12])=[CH:7][NH:8]2)=[CH:4][CH:3]=1.Cl[CH2:29][C:30]([N:32]([CH3:34])[CH3:33])=[O:31]>>[Cl:1][C:2]1[CH:10]=[C:9]2[C:5]([C:6]([C:11]([N:13]3[CH2:14][CH2:15][CH:16]([C:19]4[C:27]5[O:26][CH2:25][CH2:24][C:23]=5[CH:22]=[CH:21][CH:20]=4)[CH2:17][CH2:18]3)=[O:12])=[CH:7][N:8]2[CH2:29][C:30]([N:32]([CH3:34])[CH3:33])=[O:31])=[CH:4][CH:3]=1. Procedure: Following general procedure II, the alkylation of (6-chloro-1H-indol-3-yl)-[4-(2,3-dihydro-benzofuran-7-yl)-piperidin-1-yl]-methanone (preparation described herein), with (commercially available) 2-chloro-N,N-dimethyl-acetamide gave the title compound. Reactants: ClCCl (dichloromethane), [Br-].C(CCC)[N+]1(CCCC1)C (N-butyl-N-methylpyrrolidinium bromide), F[B-](F)(F)F.[Na+] (sodium tetrafluoroborate), [Br-].[Na+] (sodium bromide). Solvent: O (water), CC(=O)C (acetone). Reaction conditions: temperature 25 celsius, time 48 hour. The product is F[B-](F)(F)F.C(CCC)[N+]1(CCCC1)C (N-butyl-N-methylpyrrolidinium tetrafluoroborate). As a reaction SMILES: [Br-].[CH2:2]([N+:6]1([CH3:11])[CH2:10][CH2:9][CH2:8][CH2:7]1)[CH2:3][CH2:4][CH3:5].[F:12][B-:13]([F:16])([F:15])[F:14].[Na+].[Br-].[Na+].ClCCl>CC(C)=O.O>[F:12][B-:13]([F:16])([F:15])[F:14].[CH2:2]([N+:6]1([CH3:11])[CH2:10][CH2:9][CH2:8][CH2:7]1)[CH2:3][CH2:4][CH3:5] |f:0.1,2.3,4.5,9.10|. Reported procedure: Subsequently, about 24.8 g (0.3 mol) of the obtained N-butyl-N-methylpyrrolidinium bromide and about 32.3 g (0.3 mol) of sodium tetrafluoroborate were dissolved in about 200 mL of acetone, and were then stirred at a temperature of about 25° C. and a pressure of about 1 atm for about 48 hours under a nitrogen atmosphere to form a mixed solution containing sodium bromide. The mixed solution was filtered by a filter paper to remove sodium bromide therefrom to obtain a liquid. Then, the obtained liq... Reactants: ClC=1C=C(C(=O)O)C=CC1OC (3-chloro-4-methoxy benzoic acid), Cl.COC([C@H](N)CC(C)C)=O (D-leucine methyl ester hydrochloride). Yields the product ClC=1C=C(C(=O)N[C@@H](C(=O)OC)CC(C)C)C=CC1OC ((R)-methyl 2-(3-chloro-4-methoxybenzamido)-4-methylpentanoate). Reaction SMILES: [Cl:1][C:2]1[CH:3]=[C:4]([CH:8]=[CH:9][C:10]=1[O:11][CH3:12])[C:5]([OH:7])=O.Cl.[CH3:14][O:15][C:16](=[O:23])[C@@H:17]([CH2:19][CH:20]([CH3:22])[CH3:21])[NH2:18]>>[Cl:1][C:2]1[CH:3]=[C:4]([CH:8]=[CH:9][C:10]=1[O:11][CH3:12])[C:5]([NH:18][C@H:17]([CH2:19][CH:20]([CH3:22])[CH3:21])[C:16]([O:15][CH3:14])=[O:23])=[O:7] |f:1.2|. Procedure: Prepared in a similar manner to example 4 using 3-chloro-4-methoxy benzoic acid and D-leucine methyl ester hydrochloride. MS (M+H, 314.10).